This data is from the Open Reaction Database (ORD), a public repository of structured organic reaction records. The task is: describe an organic reaction: reactants, conditions, products, and yield The reactants are C(C)NC=1N=CC2=C(N3CCC[C@H]3CN(C2=O)CC2CCN(CC2)C=2C=NC=NC2)N1 ((S)-9-Ethylamino-5-[1-(pyrimidin-5-yl)piperidin-4-yl]methyl-1,2,3,3a,4,5-hexahydro-5,8,10,10b-tetraazabenzo[e]azulen-6-one), O (water), C(C)(C)N(C(C)C)CC (N,N-diisopropylethylamine), O1C(=CC=C1)C(=O)Cl (2-furoyl chloride). The solvent is ClCCl (dichloromethane). Reaction conditions: time 4 hour. Yields the product C(C)NC=1N=CC2=C(N3CCC[C@H]3CN(C2=O)CC2CCN(CC2)C(=O)C=2OC=CC2)N1 ((S)-9-Ethylamino-5-[1-(furan-2-carbonyl)piperidin-4-yl]methyl-1,2,3,3a,4,5-hexahydro-5,8,10,10b-tetraazabenzo[e]azulen-6-one). Yield: 71.4%. Reaction SMILES: [CH2:1]([NH:3][C:4]1[N:5]=[CH:6][C:7]2[C:16](=[O:17])[N:15]([CH2:18][CH:19]3[CH2:24][CH2:23][N:22](C4C=NC=NC=4)[CH2:21][CH2:20]3)[CH2:14][C@H:13]3[N:9]([CH2:10][CH2:11][CH2:12]3)[C:8]=2[N:31]=1)[CH3:2].C(N(CC)C(C)C)(C)C.[O:41]1[CH:45]=[CH:44][CH:43]=[C:42]1[C:46](Cl)=[O:47].O>ClCCl>[CH2:1]([NH:3][C:4]1[N:5]=[CH:6][C:7]2[C:16](=[O:17])[N:15]([CH2:18][CH:19]3[CH2:20][CH2:21][N:22]([C:46]([C:42]4[O:41][CH:45]=[CH:44][CH:43]=4)=[O:47])[CH2:23][CH2:24]3)[CH2:14][C@H:13]3[N:9]([CH2:10][CH2:11][CH2:12]3)[C:8]=2[N:31]=1)[CH3:2]. Procedure details: Compound 32 (800 mg, 1.92 mmol) obtained in Example 32 was suspended in dichloromethane (15 mL), and the mixture was stirred at room temperature for 4 hours after adding N,N-diisopropylethylamine (1.16 mL, 6.71 mmol) and 2-furoyl chloride (226 μL, 2.30 mmol). Thereafter, water was added to the reaction mixture, and the mixture was extracted with chloroform. The organic layer was washed with saturated brine, dried over anhydrous magnesium sulfate, and concentrated. The resulting residue was purif... The reactants are BrCCCCBr, CS(C)=O, COc1ccc2c(Nc3c(Cl)cncc3Cl)cc(=O)oc2c1O, [H-], [K+], [Na+], O=P([O-])(O)O. Yields the product COc1ccc2c(Nc3c(Cl)cncc3Cl)cc(=O)oc2c1OCCCCBr. As a reaction SMILES: [Br:26][CH2:27][CH2:28][CH2:29][CH2:30][Br:31].[CH3:38][S:39]([CH3:40])=[O:41].[Cl:3][c:4]1[cH:5][n:6][cH:7][c:8]([Cl:25])[c:9]1[NH:10][c:11]1[cH:12][c:13](=[O:24])[o:14][c:15]2[c:16]([OH:23])[c:17]([O:21][CH3:22])[cH:18][cH:19][c:20]12.[H-:1].[K+:37].[Na+:2].[P:32]([O-:33])([OH:34])([OH:35])=[O:36]>>[Cl:3][c:4]1[cH:5][n:6][cH:7][c:8]([Cl:25])[c:9]1[NH:10][c:11]1[cH:12][c:13](=[O:24])[o:14][c:15]2[c:16]([O:23][CH2:30][CH2:29][CH2:28][CH2:27][Br:26])[c:17]([O:21][CH3:22])[cH:18][cH:19][c:20]12. Reactants: [F-].C(C)(C)(C)[NH3+] (tert-Butylammonium fluoride), [Si](C)(C)(C(C)(C)C)OCC1=C(C=CC(=C1)C(F)(F)F)C1=C(C(=C(C(=C1)C(C)C)F)O)OC (2′-({[tert-butyl(dimethyl)silyl]oxy}methyl)-4-fluoro-5-isopropyl-2-methoxy-4′-(trifluoromethyl)biphenyl-3-ol), [NH4+].[Cl-] (NH4Cl). The solvent is C1CCOC1 (THF). Yields the product FC1=C(C(=C(C=C1C(C)C)C1=C(C=C(C=C1)C(F)(F)F)CO)OC)O (4-fluoro-2′-(hydroxymethyl)-5-isopropyl-2-methoxy-4′-(trifluoromethyl)biphenyl-3-ol). Reaction SMILES: [F-].C([NH3+])(C)(C)C.[Si]([O:14][CH2:15][C:16]1[CH:21]=[C:20]([C:22]([F:25])([F:24])[F:23])[CH:19]=[CH:18][C:17]=1[C:26]1[CH:31]=[C:30]([CH:32]([CH3:34])[CH3:33])[C:29]([F:35])=[C:28]([OH:36])[C:27]=1[O:37][CH3:38])(C(C)(C)C)(C)C.[NH4+].[Cl-]>C1COCC1>[F:35][C:29]1[C:30]([CH:32]([CH3:33])[CH3:34])=[CH:31][C:26]([C:17]2[CH:18]=[CH:19][C:20]([C:22]([F:24])([F:25])[F:23])=[CH:21][C:16]=2[CH2:15][OH:14])=[C:27]([O:37][CH3:38])[C:28]=1[OH:36] |f:0.1,3.4|. Procedure: tert-Butylammonium fluoride (1M in THF, 179 μL, 0.179 mmol) was added dropwise to a stirred solution of 2′-({[tert-butyl(dimethyl)silyl]oxy}methyl)-4-fluoro-5-isopropyl-2-methoxy-4′-(trifluoromethyl)biphenyl-3-ol (76.8 mg, 0.163 mmol) in THF (2 mL) at 0° C. and the reaction was allowed to warm to room temperature overnight. Saturated NH4Cl (10 ml) was added and the mixture was extracted with EtOAc (3×20 mL). The combined extracts were dried (Na2SO4) and concentrated in vacuo to give the crude pr... The solvent is C(C)(=O)O (acetic acid). The reactants are NC=1C=C(C=CC1NC(CCCN1C(C=2C(C1=O)=CC=CC2)=O)=O)C=2C(CC(NN2)=O)C (6-[3-amino-4-[[4-(phthalimido) butyryl]amino]phenyl]-4,5-dihydro-5-methyl-3(2H)-pyridazinone). Reported procedure: 14.1 g (32.5 mmol) of 6-[3-amino-4-[[4-(phthalimido) butyryl]amino]phenyl]-4,5-dihydro-5-methyl-3(2H)-pyridazinone are boiled under reflux in 100 ml of glacial acetic acid for 2 hours. The solution is concentrated by extensive evaporation under vacuum and 200 ml of ethanol are added to the residue. After 30 minutes stirring at room temperature, the reaction mixture is cooled to 5° C. and the resulting precipitate is suction filtered. 7.7 g (57%) of a solid melting at 260° to 261° C. are obtained... Reaction SMILES: [NH2:1][C:2]1[CH:3]=[C:4]([C:25]2[CH:26]([CH3:32])[CH2:27][C:28](=[O:31])[NH:29][N:30]=2)[CH:5]=[CH:6][C:7]=1[NH:8][C:9](=O)[CH2:10][CH2:11][CH2:12][N:13]1[C:17](=[O:18])[C:16]2=[CH:19][CH:20]=[CH:21][CH:22]=[C:15]2[C:14]1=[O:23]>C(O)(=O)C>[C:17]1(=[O:18])[N:13]([CH2:12][CH2:11][CH2:10][C:9]2[NH:8][C:7]3[CH:6]=[CH:5][C:4]([C:25]4[CH:26]([CH3:32])[CH2:27][C:28](=[O:31])[NH:29][N:30]=4)=[CH:3][C:2]=3[N:1]=2)[C:14](=[O:23])[C:15]2=[CH:22][CH:21]=[CH:20][CH:19]=[C:16]12. Conditions: time 30 minute. The product is C1(C=2C(C(N1CCCC1=NC3=C(N1)C=CC(=C3)C=3C(CC(NN3)=O)C)=O)=CC=CC2)=O (6-[2-(3-phthalimidopropyl)-1H-benzimidazol-5yl]-4,5-dihydro -5-methyl-3(2H)-pyridazinone). Yield: 57.0%.